Dataset: the Open Reaction Database (ORD), a public repository of structured organic reaction records. Task: describe an organic reaction: reactants, conditions, products, and yield The reactants are BrC=1C=C2C=C(C(=NC2=CC1)Cl)C=CC=1C=NC=C(C1)C1=CCCCC1 (6-bromo-2-chloro-3-(2-(5-cyclohexenylpyridin-3-yl)vinyl)quinoline), CN1C(CCC1)=O (N-methylpyrrolidone), COC1=CC=C(CN)C=C1 (4-methoxybenzylamine), CN1C(CCC1)=O (N-Methylpyrrolidone). Solvent: O (H2O). Reaction conditions: temperature 200 celsius. The product is COC1=CC=C(CNC2=NC3=CC=C(C=C3C=C2C=CC=2C=NC=C(C2)C2=CCCCC2)Br)C=C1 (N-(4-methoxybenzyl)-6-bromo-3-(2-(5-cyclohexenylpyridin-3-yl)vinyl)quinolin-2-amine). RXN SMILES: [Br:1][C:2]1[CH:3]=[C:4]2[C:9](=[CH:10][CH:11]=1)[N:8]=[C:7](Cl)[C:6]([CH:13]=[CH:14][C:15]1[CH:16]=[N:17][CH:18]=[C:19]([C:21]3[CH2:26][CH2:25][CH2:24][CH2:23][CH:22]=3)[CH:20]=1)=[CH:5]2.CN1CCCC1=O.[CH3:34][O:35][C:36]1[CH:43]=[CH:42][C:39]([CH2:40][NH2:41])=[CH:38][CH:37]=1>O>[CH3:34][O:35][C:36]1[CH:43]=[CH:42][C:39]([CH2:40][NH:41][C:7]2[C:6]([CH:13]=[CH:14][C:15]3[CH:16]=[N:17][CH:18]=[C:19]([C:21]4[CH2:26][CH2:25][CH2:24][CH2:23][CH:22]=4)[CH:20]=3)=[CH:5][C:4]3[C:9](=[CH:10][CH:11]=[C:2]([Br:1])[CH:3]=3)[N:8]=2)=[CH:38][CH:37]=1. Procedure details: To a suspension of 5-bromo-3-formylpyridine (1.25 g, 6.72 mmol) in EtOH/H2O (6/1, 17.8 mL) was added cyclohexenylboronic acid (1.02 g, 8.06 mmol) and potassium acetate (1.65 g, 16.8 mmol). The solution was degassed three times and dichlorobis(4-(di-tert-butylphosphino)-N,N-dimethylaniline)palladium (II) (0.084 g, 0.13 mmol) was added. The reaction was stirred at 80° C. for 18 h, and cooled to RT. The reaction mixture was concentrated, then triturated in EtOH and filtered. The filtrate was dilute... Reactants: Cl.ClCCOC=1C=C2C(=NC=NC2=CC1OCCOC)NC1=CC(=CC=C1)C#C ([6-(2-Chloro-ethoxy)-7-(2-methoxy-ethoxy)-quinazolin-4-yl]-(3-ethynyl-phenyl)-amine Hydrochloride), N1C=NC=C1 (imidazole). The solvent is CN(C)C=O (DMF). The product is Cl.Cl.C(#C)C=1C=C(C=CC1)NC1=NC=NC2=CC(=C(C=C12)OCCN1C=NC=C1)OCCOC ((3-Ethynyl-phenyl)-[6-(2-imidazol-1-yl-ethoxy)-7-(2-methoxy-ethoxy)-quinazolin-4-yl]-amine Dihydrochloride). Yield: 67.7%. RXN SMILES: [ClH:1].[Cl:2][CH2:3][CH2:4][O:5][C:6]1[CH:7]=[C:8]2[C:13](=[CH:14][C:15]=1[O:16][CH2:17][CH2:18][O:19][CH3:20])[N:12]=[CH:11][N:10]=[C:9]2[NH:21][C:22]1[CH:27]=[CH:26][CH:25]=[C:24]([C:28]#[CH:29])[CH:23]=1.[NH:30]1[CH:34]=[CH:33][N:32]=[CH:31]1>CN(C=O)C>[ClH:2].[ClH:1].[C:28]([C:24]1[CH:23]=[C:22]([NH:21][C:9]2[C:8]3[C:13](=[CH:14][C:15]([O:16][CH2:17][CH2:18][O:19][CH3:20])=[C:6]([O:5][CH2:4][CH2:3][N:30]4[CH:34]=[CH:33][N:32]=[CH:31]4)[CH:7]=3)[N:12]=[CH:11][N:10]=2)[CH:27]=[CH:26][CH:25]=1)#[CH:29] |f:0.1,4.5.6|. Procedure: The title product of Example 30 (110 mg, 0.253 mmol) in DMF (2 mL) was treated with imidazole (172 mg, 2.53 mmol) at 110° C. for 48 hours. The reaction mixture was partitioned between CHCl3 and saturated aqueous NaHCO3. The organic extracts were washed with brine, dried over Na2SO4, filtered and concentrated in vacuo. The crude product (125 mg) was chromatographed on silica using 10% methanol/CH2Cl2 to provide 86 mg of pure title product as its free base. This white solid was dissolved in a mini... The reactants are CCO, CCOC(=O)C1CCCN1C(=O)C1=Cc2ccccc2CC1, [K+], [OH-]. RXN SMILES: [CH3:25][CH2:26][OH:27].[CH:3]1=[C:4]([C:13](=[O:14])[N:15]2[CH:16]([C:17](=[O:18])[O:19][CH2:20][CH3:21])[CH2:22][CH2:23][CH2:24]2)[CH2:5][CH2:6][c:7]2[cH:8][cH:9][cH:10][cH:11][c:12]21.[K+:2].[OH-:1]>>[CH:3]1=[C:4]([C:13](=[O:14])[N:15]2[CH:16]([C:17](=[O:18])[OH:19])[CH2:22][CH2:23][CH2:24]2)[CH2:5][CH2:6][c:7]2[cH:8][cH:9][cH:10][cH:11][c:12]21. Yields the product O=C(O)C1CCCN1C(=O)C1=Cc2ccccc2CC1. The reactants are C1CCOC1, C[Si](C)(C)CCSc1cc(F)cc(-c2ccccc2)c1, CCOC(C)=O, CN(C)C=O. The product is Fc1cc(S)cc(-c2ccccc2)c1. Reaction SMILES: [CH2:21]1[O:22][CH2:23][CH2:24][CH2:25]1.[CH3:1][Si:2]([CH3:3])([CH3:4])[CH2:19][CH2:20][S:5][c:6]1[cH:7][c:8]([F:18])[cH:9][c:10](-[c:12]2[cH:13][cH:14][cH:15][cH:16][cH:17]2)[cH:11]1.[CH3:26][CH2:27][O:28][C:29]([CH3:30])=[O:31].[O:32]=[CH:33][N:34]([CH3:35])[CH3:36]>>[SH:5][c:6]1[cH:7][c:8]([F:18])[cH:9][c:10](-[c:12]2[cH:13][cH:14][cH:15][cH:16][cH:17]2)[cH:11]1. The reactants are O=C([O-])O, CC(=O)OC(C)Cl, Cc1c(-c2ccc(CC(NC(=O)OC(C)(C)C)C(=O)O)cc2)c(=O)n(C)c(=O)n1C, [Na+], CN(C)C=O, O. The product is CC(=O)OC(C)OC(=O)C(Cc1ccc(-c2c(C)n(C)c(=O)n(C)c2=O)cc1)NC(=O)OC(C)(C)C. RXN SMILES: [C:31](=[O:32])([OH:33])[O-:34].[C:36]([CH3:37])(=[O:38])[O:39][CH:40]([CH3:41])[Cl:42].[CH3:1][C:2]([CH3:3])([O:4][C:5](=[O:6])[NH:7][CH:8]([CH2:9][c:10]1[cH:11][cH:12][c:13](-[c:16]2[c:17](=[O:26])[n:18]([CH3:25])[c:19](=[O:24])[n:20]([CH3:23])[c:21]2[CH3:22])[cH:14][cH:15]1)[C:27](=[O:28])[OH:29])[CH3:30].[Na+:35].[O:44]=[CH:45][N:46]([CH3:47])[CH3:48].[OH2:43]>>[CH3:1][C:2]([CH3:3])([O:4][C:5](=[O:6])[NH:7][CH:8]([CH2:9][c:10]1[cH:11][cH:12][c:13](-[c:16]2[c:17](=[O:26])[n:18]([CH3:25])[c:19](=[O:24])[n:20]([CH3:23])[c:21]2[CH3:22])[cH:14][cH:15]1)[C:27]([O:28][CH:40]([O:39][C:36]([CH3:37])=[O:38])[CH3:41])=[O:29])[CH3:30]. Reactants: OC1=C(C=C(C(=O)OC(C)(C)C)C=C1)N (tert-butyl 4-hydroxy-3-aminobenzoate), methyl-4-bromo crotonate. Run in CO (methanol), CO (methanol). Run at time 4 hour. Yields the product COC(CC1OC2=C(NC1)C=C(C=C2)C(=O)OC(C)(C)C)=O (tert-butyl 2-(2-methoxy-2-oxoethyl)-3,4-dihydro-2H-1,4-benzoxazine-6-carboxylate). Isolated yield 244.9%. Reaction SMILES: [OH:1][C:2]1[CH:14]=[CH:13][C:5]([C:6]([O:8][C:9]([CH3:12])([CH3:11])[CH3:10])=[O:7])=[CH:4][C:3]=1[NH2:15]>CO>[CH3:9][O:8][C:6](=[O:7])[CH2:5][CH:4]1[CH2:3][NH:15][C:3]2[CH:4]=[C:5]([C:6]([O:8][C:9]([CH3:11])([CH3:12])[CH3:10])=[O:7])[CH:13]=[CH:14][C:2]=2[O:1]1. Procedure details: To a stirred solution of tert-butyl 4-hydroxy-3-aminobenzoate (3 g, 14.35 mmol) in methanol (20 mL) sodium hydrogen carbonate (1.5 g) was added and a solution of methyl-4-bromo crotonate (3 mL, 17 mmol) in methanol (5 mL) was added dropwise in 30 minutes and the resulting suspension was stirred 4 h at room temperature. The reaction mixture was concentrated in vacuo and taken up with ethyl acetate (250 mL) and water (300 mL). The organic phase was separated and the aqueous phase was extracted wit... Reactants: CC(=CCCC(C)C)C1=NC=C2C(NC=3C(=NC(=NC3N21)N2C(=NC=C2)C(CCC=C(C)C)C)CC)=O (9-(1,5-Dimethylhexenyl)-2-(2-(1,5-dimethyl-4-hexenyl)-1H-imidazol-1-yl)-4-ethylimidazo[5,1-h]pteridin-6(5H)-one), N1C=NC=C1 (imidazole). The product is CC(CCC=C(C)C)C1=NC=C2C(NC=3C(=NC(=NC3N21)N2C=NC=C2)CC)=O (9-(1,5-Dimethyl-4-hexenyl)-2-(1H-imidazol-1-yl)-4-ethylimidazo-[5,1-h]pteridin-6(5H)-one). RXN SMILES: [CH3:1][C:2]([C:9]1[N:21]2[C:12]([C:13](=[O:37])[NH:14][C:15]3[C:16]([CH2:35][CH3:36])=[N:17][C:18]([N:22]4[CH:26]=[CH:25][N:24]=[C:23]4C(C)CCC=C(C)C)=[N:19][C:20]=32)=[CH:11][N:10]=1)=[CH:3][CH2:4][CH2:5][CH:6]([CH3:8])[CH3:7].N1C=CN=C1>>[CH3:1][CH:2]([C:9]1[N:21]2[C:12]([C:13](=[O:37])[NH:14][C:15]3[C:16]([CH2:35][CH3:36])=[N:17][C:18]([N:22]4[CH:26]=[CH:25][N:24]=[CH:23]4)=[N:19][C:20]=32)=[CH:11][N:10]=1)[CH2:3][CH2:4][CH:5]=[C:6]([CH3:8])[CH3:7]. Procedure: Prepared by treatment of the product of Example 9f with excess imidazole at 200° C.